This data is from the Open Reaction Database (ORD), a public repository of structured organic reaction records. The task is: describe an organic reaction: reactants, conditions, products, and yield Starting materials: ClC1=C(C=C(C=C1)C=1C=C(OC1C1=CC=NC=C1)C(CN)(C)C)O (2-[4-(4-Chloro-3-hydroxy-phenyl)-5-pyridin-4-yl-furan-2-yl]-2-methyl-propylamine), N1(CCOCC1)CC(=O)O (morpholin-4-yl-acetic acid). Product: ClC1=C(C=C(C=C1)C=1C=C(OC1C1=CC=NC=C1)C(CNC(CN1CCOCC1)=O)(C)C)O (N-{2-[4-(4-Chloro-3-hydroxy-phenyl)-5-pyridin-4-yl-furan-2-yl]-2-methyl-propyl}-2-morpholin-4-yl-acetamide). As a reaction SMILES: [Cl:1][C:2]1[CH:7]=[CH:6][C:5]([C:8]2[CH:9]=[C:10]([C:19]([CH3:23])([CH3:22])[CH2:20][NH2:21])[O:11][C:12]=2[C:13]2[CH:18]=[CH:17][N:16]=[CH:15][CH:14]=2)=[CH:4][C:3]=1[OH:24].[N:25]1([CH2:31][C:32](O)=[O:33])[CH2:30][CH2:29][O:28][CH2:27][CH2:26]1>>[Cl:1][C:2]1[CH:7]=[CH:6][C:5]([C:8]2[CH:9]=[C:10]([C:19]([CH3:22])([CH3:23])[CH2:20][NH:21][C:32](=[O:33])[CH2:31][N:25]3[CH2:30][CH2:29][O:28][CH2:27][CH2:26]3)[O:11][C:12]=2[C:13]2[CH:14]=[CH:15][N:16]=[CH:17][CH:18]=2)=[CH:4][C:3]=1[OH:24]. Procedure: The title compound was prepared from the product of Example 7 Step 2 and morpholin-4-yl-acetic acid as described in Example 4 Step 3; MS (ES+) m/e 470, 472 [M+H]+.